Dataset: the Open Reaction Database (ORD), a public repository of structured organic reaction records. Task: describe an organic reaction: reactants, conditions, products, and yield Reactants: CC1=CC=2N(C=C1)C(=NN2)C2=NC1=C(C=CC=C1C=C2)O (2-(7-methyl-[1,2,4]triazolo[4,3-a]pyridin-3-yl)quinolin-8-ol), F[C@@H]1CCN(CC[C@H]1OS(=O)(=O)C1=CC=C(C=C1)[N+](=O)[O-])C(=O)OC(C)(C)C (trans-tert-butyl 4-fluoro-5-(4-nitrophenylsulfonyloxy)azepane-1-carboxylate), C(C)(C)(C)N=C(N(C)C)N(C)C (2-tert-butyl-1,1,3,3-tetramethylguanidine). Run in CC#N (CH3CN). Reaction conditions: temperature 40 celsius, time 8 hour. Yields the product F[C@@H]1CCN(CC[C@@H]1OC=1C=CC=C2C=CC(=NC12)C1=NN=C2N1C=CC(=C2)C)C(=O)OC(C)(C)C (cis-tert-butyl 4-fluoro-5-(2-(7-methyl-[1,2,4]triazolo[4,3-a]pyridin-3-yl)quinolin-8-yloxy)azepane-1-carboxylate). Reaction SMILES: [CH3:1][C:2]1[CH:7]=[CH:6][N:5]2[C:8]([C:11]3[CH:20]=[CH:19][C:18]4[C:13](=[C:14]([OH:21])[CH:15]=[CH:16][CH:17]=4)[N:12]=3)=[N:9][N:10]=[C:4]2[CH:3]=1.[F:22][C@H:23]1[C@H:29](OS(C2C=CC([N+]([O-])=O)=CC=2)(=O)=O)[CH2:28][CH2:27][N:26]([C:43]([O:45][C:46]([CH3:49])([CH3:48])[CH3:47])=[O:44])[CH2:25][CH2:24]1.C(N=C(N(C)C)N(C)C)(C)(C)C>CC#N>[F:22][C@H:23]1[C@@H:29]([O:21][C:14]2[CH:15]=[CH:16][CH:17]=[C:18]3[C:13]=2[N:12]=[C:11]([C:8]2[N:5]4[CH:6]=[CH:7][C:2]([CH3:1])=[CH:3][C:4]4=[N:10][N:9]=2)[CH:20]=[CH:19]3)[CH2:28][CH2:27][N:26]([C:43]([O:45][C:46]([CH3:49])([CH3:48])[CH3:47])=[O:44])[CH2:25][CH2:24]1. Procedure details: 2-(7-methyl-[1,2,4]triazolo[4,3-a]pyridin-3-yl)quinolin-8-ol (300 mg, 1.09 mmol) was suspended in CH3CN (5 mL) at ambient temperature, and trans-tert-butyl 4-fluoro-5-(4-nitrophenylsulfonyloxy)azepane-1-carboxylate (454 mg, 1.09 mmol) and 2-tert-butyl-1,1,3,3-tetramethylguanidine (263 μL, 1.30 mmol) were added. The dark solution was stirred at 40° C. overnight, then concentrated to a grey solid which was slurried in water for 10 minutes. The solid was filtered, washed and dried in vacuo to provi...